Dataset: the Open Reaction Database (ORD), a public repository of structured organic reaction records. Task: describe an organic reaction: reactants, conditions, products, and yield Reactants: Br.ClC1=NC=2C=CC=CC2C2=C1N=C(N2CC(C)(O)C)N (1-(4-Chloro-2-amino-1H-imidazo[4,5-c]quinolin-1-yl)-2-methylpropan-2-ol hydrobromide), N (ammonia), solution. Run in CO (methanol). Conditions: temperature 150 celsius. Product: Br.NC=1N(C2=C(C(=NC=3C=CC=CC23)N)N1)CC(C)(O)C (1-(2,4-diamino-1H-imidazo[4,5-c]quinolin-1-yl)-2-methylpropan-2-ol hydrobromide). Reaction SMILES: [BrH:1].Cl[C:3]1[C:12]2[N:13]=[C:14]([NH2:21])[N:15]([CH2:16][C:17]([CH3:20])([OH:19])[CH3:18])[C:11]=2[C:10]2[CH:9]=[CH:8][CH:7]=[CH:6][C:5]=2[N:4]=1.[NH3:22]>CO>[BrH:1].[NH2:21][C:14]1[N:15]([CH2:16][C:17]([CH3:20])([OH:19])[CH3:18])[C:11]2[C:10]3[CH:9]=[CH:8][CH:7]=[CH:6][C:5]=3[N:4]=[C:3]([NH2:22])[C:12]=2[N:13]=1 |f:0.1,4.5|. Procedure details: 1-(4-Chloro-2-amino-1H-imidazo[4,5-c]quinolin-1-yl)-2-methylpropan-2-ol hydrobromide (2.00 g, 5.38 mmol) and ammonia (50 mL of a 7 N solution in methanol) were added to a high-pressure vessel, which was sealed and heated overnight in an oven at 150° C. The solvent was removed under reduced pressure, and the residue was suspended in acetonitrile, isolated by filtration, washed with warm acetonitrile (2×100 mL), washed with diethyl ether (100 mL), washed with methanol, and dried under high vacuum ...